This data is from the Open Reaction Database (ORD), a public repository of structured organic reaction records. The task is: describe an organic reaction: reactants, conditions, products, and yield The reactants are C1(=CC=C(C=C1)S(=O)(=O)O)C (p-toluenesulfonic acid), COC1(CC(C1)(CC#N)CC#N)OC (2,2′-(3,3-dimethoxycyclobutane-1,1-diyl)diacetonitrile), C(=O)(O)[O-].[Na+] (NaHCO3). Run in CC(=O)C (acetone). Yields the product O=C1CC(C1)(CC#N)CC#N (2,2′-(3-oxocyclobutane-1,1-diyl)diacetonitrile). As a reaction SMILES: C[O:2][C:3]1(OC)[CH2:6][C:5]([CH2:10][C:11]#[N:12])([CH2:7][C:8]#[N:9])[CH2:4]1.C1(C)C=CC(S(O)(=O)=O)=CC=1.C([O-])(O)=O.[Na+]>CC(C)=O>[O:2]=[C:3]1[CH2:6][C:5]([CH2:7][C:8]#[N:9])([CH2:10][C:11]#[N:12])[CH2:4]1 |f:2.3|. Procedure details: To a mixture of 2,2′-(3,3-dimethoxycyclobutane-1,1-diyl)diacetonitrile (2 g, 0.01 mol) in acetone (5 mL) was added p-toluenesulfonic acid (1 g, 0.006 mol). The mixture was stirred at rt over weekend. The reaction was neutralized with aq. saturated NaHCO3 solution, extracted with EtOAc. The combined organic layers were washed with brine, dried over MgSO4 and evaporated to give a crude product as brown oil.